Dataset: the Open Reaction Database (ORD), a public repository of structured organic reaction records. Task: describe an organic reaction: reactants, conditions, products, and yield Starting materials: C(C)(=O)OC=1C=C(C=C2N3CC4N(C4C(C(C12)=O)(O3)OC(C)=O)C(C)=O)C(OC)OC (11-acetyl-4-dimethoxymethyl-8-oxo-14-oxa-1,11-diazatetracyclo[7.4.1.02,7.010,12 ]tetradeca-2,4,6-trien-6,9-diyl diacetate), C1(=CC=C(C=C1)S(=O)(=O)O)C (p-toluene sulfonic acid), C(Cl)(Cl)Cl (chloroform). The solvent is CC(=O)C (acetone), CC(=O)C (acetone). Run at time 1 hour. Yields the product C(C)(=O)OC=1C=C(C=C2N3CC4NC4C(C(C12)=O)(O3)OC(C)=O)C=O (4-formyl-8-oxo-14-oxa-1,11-diazatetracyclo[7.4.1.02,7.010,12 ]tetradeca-2,4,6-trien-6,9-diyl diacetate). The yield is 20.9%. RXN SMILES: [C:1]([O:4][C:5]1[CH:6]=[C:7]([CH:27](OC)[O:28]C)[CH:8]=[C:9]2[C:17]=1[C:16](=[O:18])[C:15]1([O:20][C:21](=[O:23])[CH3:22])[O:19][N:10]2[CH2:11][CH:12]2[CH:14]1[N:13]2C(=O)C)(=[O:3])[CH3:2].C1(C)C=CC(S(O)(=O)=O)=CC=1.C(Cl)(Cl)Cl>CC(C)=O>[C:1]([O:4][C:5]1[CH:6]=[C:7]([CH:27]=[O:28])[CH:8]=[C:9]2[C:17]=1[C:16](=[O:18])[C:15]1([O:20][C:21](=[O:23])[CH3:22])[O:19][N:10]2[CH2:11][CH:12]2[CH:14]1[NH:13]2)(=[O:3])[CH3:2]. Procedure details: To a solution of A-isomer of 11-acetyl-4-dimethoxymethyl-8-oxo-14-oxa-1,11-diazatetracyclo[7.4.1.02,7.010,12 ]tetradeca-2,4,6-trien-6,9-diyl diacetate (6 mg) in acetone (0.5 ml) was added p-toluene sulfonic acid (1 mg). The mixture was stirred for 1 hour at ambient temperature, and then subjected to preparative thin layer chromatography, which was developed with a mixture of chloroform and acetone (5:1, v/v) to afford A-isomer of 4-formyl-8-oxo-14-oxa-1,11-diazatetracyclo[7.4.1.02,7.010,12 ]tetr... Reactants: C1(C=2C(C(=O)O1)=CC=CC2)=O (phthalic anhydride), C=CC=CC (piperylene). Yields the product CC1C2C(C(=O)OC2=O)C=CC1 (3-Methyltetrahydrophthalic Anhydride). RXN SMILES: [C:1]1(=[O:11])[O:6][C:4](=[O:5])[C:3]2=[CH:7][CH:8]=[CH:9][CH:10]=[C:2]12.[CH2:12]=CC=CC>>[CH3:12][CH:10]1[CH2:9][CH:8]=[CH:7][CH:3]2[C:4]([O:6][C:1](=[O:11])[CH:2]12)=[O:5]. Procedure: The Diels-Alder adduct from phthalic anhydride and piperylene is hydrolyzed and partially oxidized as in Example 1 and further oxidized as in Examples 1 and 2. Similar results are obtained.